Dataset: the Open Reaction Database (ORD), a public repository of structured organic reaction records. Task: describe an organic reaction: reactants, conditions, products, and yield Reactants: C1CCOC1, CC#N, [Li]CCCC, COC(=O)CC1CCN(C(=O)OC(C)(C)C)CC1, Cl. Yields the product CC(C)(C)OC(=O)N1CCC(CC(=O)CC#N)CC1. As a reaction SMILES: [CH2:28]1[O:29][CH2:30][CH2:31][CH2:32]1.[CH3:1][C:2]#[N:3].[CH3:4][CH2:5][CH2:6][CH2:7][Li:8].[CH3:9][O:10][C:11]([CH2:12][CH:13]1[CH2:14][CH2:15][N:16]([C:19](=[O:20])[O:21][C:22]([CH3:23])([CH3:24])[CH3:25])[CH2:17][CH2:18]1)=[O:26].[ClH:27]>>[CH2:1]([C:2]#[N:3])[C:11]([CH2:12][CH:13]1[CH2:14][CH2:15][N:16]([C:19](=[O:20])[O:21][C:22]([CH3:23])([CH3:24])[CH3:25])[CH2:17][CH2:18]1)=[O:26]. Starting materials: CC#CC(CC(=O)OCC)c1ccc(OCc2ccc(CBr)cc2)cc1, O=C([O-])[O-], CN1CC2(CCNCC2)c2ccccc21, [Cs+], [Cs+], CN(C)C=O, O. The product is CC#CC(CC(=O)OCC)c1ccc(OCc2ccc(CN3CCC4(CC3)CN(C)c3ccccc34)cc2)cc1. RXN SMILES: [Br:16][CH2:17][c:18]1[cH:19][cH:20][c:21]([CH2:22][O:23][c:24]2[cH:25][cH:26][c:27]([CH:30]([CH2:31][C:32](=[O:33])[O:34][CH2:35][CH3:36])[C:37]#[C:38][CH3:39])[cH:28][cH:29]2)[cH:40][cH:41]1.[C:42](=[O:43])([O-:44])[O-:45].[CH3:1][N:2]1[CH2:3][C:4]2([c:5]3[cH:6][cH:7][cH:8][cH:9][c:10]31)[CH2:11][CH2:12][NH:13][CH2:14][CH2:15]2.[Cs+:46].[Cs+:47].[O:48]=[CH:49][N:50]([CH3:51])[CH3:52].[OH2:53]>>[CH3:1][N:2]1[CH2:3][C:4]2([c:5]3[cH:6][cH:7][cH:8][cH:9][c:10]31)[CH2:11][CH2:12][N:13]([CH2:17][c:18]1[cH:19][cH:20][c:21]([CH2:22][O:23][c:24]3[cH:25][cH:26][c:27]([CH:30]([CH2:31][C:32](=[O:33])[O:34][CH2:35][CH3:36])[C:37]#[C:38][CH3:39])[cH:28][cH:29]3)[cH:40][cH:41]1)[CH2:14][CH2:15]2. Starting materials: COCCN(C)CCCN1C(=O)c2ccccc2C1=O, CCO. Yields the product COCCN(C)CCCN. Reaction SMILES: [CH3:1][O:2][CH2:3][CH2:4][N:5]([CH2:6][CH2:7][CH2:8][N:9]1[C:10](=[O:11])[c:12]2[c:13]([cH:14][cH:15][cH:16][cH:17]2)[C:18]1=[O:19])[CH3:20].[CH3:21][CH2:22][OH:23]>>[CH3:1][O:2][CH2:3][CH2:4][N:5]([CH2:6][CH2:7][CH2:8][NH2:9])[CH3:20].